This data is from the Open Reaction Database (ORD), a public repository of structured organic reaction records. The task is: describe an organic reaction: reactants, conditions, products, and yield Starting materials: N1C=NC=C1 (imidazole), ClCC(=O)NC1C2=C(OCC3=C1C=CC=C3)C=CC(=C2)C(=O)OC (methyl 11-chloroacetamido-6,11-dihydrodibenz[b,e]oxepin-2-carboxylate). Solvent: C1(=CC=CC=C1)C (toluene). Yields the product N1(C=NC=C1)CC(=O)NC1C2=C(OCC3=C1C=CC=C3)C=CC(=C2)C(=O)OC (Methyl 11-(1-imidazolyl)acetamido-6,11-dihydrodibenz[b,e]oxepin-2-carboxylate). As a reaction SMILES: Cl[CH2:2][C:3]([NH:5][CH:6]1[C:12]2[CH:13]=[CH:14][CH:15]=[CH:16][C:11]=2[CH2:10][O:9][C:8]2[CH:17]=[CH:18][C:19]([C:21]([O:23][CH3:24])=[O:22])=[CH:20][C:7]1=2)=[O:4].[NH:25]1[CH:29]=[CH:28][N:27]=[CH:26]1>C1(C)C=CC=CC=1>[N:25]1([CH2:2][C:3]([NH:5][CH:6]2[C:12]3[CH:13]=[CH:14][CH:15]=[CH:16][C:11]=3[CH2:10][O:9][C:8]3[CH:17]=[CH:18][C:19]([C:21]([O:23][CH3:24])=[O:22])=[CH:20][C:7]2=3)=[O:4])[CH:29]=[CH:28][N:27]=[CH:26]1. Procedure details: Crude methyl 11-chloroacetamido-6,11-dihydrodibenz[b,e]oxepin-2-carboxylate, 3.0 g, was heated to reflux for 4 hours in 100 ml of toluene together with 0.9 g of imidazole. After allowing to cool, the solvent was distilled off under reduced pressure. The obtained residue was extracted with 300 ml of methylene chloride. The extract was washed successively with saturated sodium bicarbonate aqueous solution and saturated sodium chloride aqueous solution. After drying over anhydrous sodium sulfate, t... Reactants: NC1C(N([C@@H]([C@@H](C1)C1=C(C(=CC(=C1)F)F)F)C)CC(F)(F)F)=O ((5S,6R)-3-Amino-6-methyl-1-(2,2,2-trifluoroethyl)-5-(2,3,5-trifluorophenyl)piperidin-2-one), C([C@@H](C(=O)O)O)C(=O)O (L-(−)-malic acid). Solvent: C1CCOC1 (THF). Conditions: temperature 58 celsius. Yields the product O[C@H](C(=O)O)CC(=O)O.N[C@@H]1C(N([C@@H]([C@@H](C1)C1=C(C(=CC(=C1)F)F)F)C)CC(F)(F)F)=O ((3S,5S,6R)-3-Amino-6-methyl-1-(2,2,2-trifluoroethyl)-5-(2,3,5-trifluorophenyl)piperidin-2-one (S)-2-hydroxysuccinate). Yield: 73.2%. Reaction SMILES: [NH2:1][CH:2]1[CH2:7][C@@H:6]([C:8]2[CH:13]=[C:12]([F:14])[CH:11]=[C:10]([F:15])[C:9]=2[F:16])[C@@H:5]([CH3:17])[N:4]([CH2:18][C:19]([F:22])([F:21])[F:20])[C:3]1=[O:23].[CH2:24]([C:30]([OH:32])=[O:31])[C@H:25]([OH:29])[C:26]([OH:28])=[O:27]>C1COCC1>[OH:29][C@@H:25]([CH2:24][C:30]([OH:32])=[O:31])[C:26]([OH:28])=[O:27].[NH2:1][C@H:2]1[CH2:7][C@@H:6]([C:8]2[CH:13]=[C:12]([F:14])[CH:11]=[C:10]([F:15])[C:9]=2[F:16])[C@@H:5]([CH3:17])[N:4]([CH2:18][C:19]([F:22])([F:21])[F:20])[C:3]1=[O:23] |f:3.4|. Procedure details: To a solution of 48 (0.24 g, 0.72 mmol) in THF (3.7 mL) was added L-(−)-malic acid (0.10 g, 0.75 mmol). The homogeneous reaction was heated to 58° C. and aged for 3 h. After the reaction was complete, the slurry was cooled to 20-25° C. and aged for 16 h. The solids were filtered, washed twice with ice-cold THF, and dried to give product 49 (0.25 g, 73% yield) as crystals. 1H NMR (400 MHz, DMSO-d6): δ 7.50-7.54 (m, 1H), 7.01-7.06 (m, 1H), 4.68 (dq, J=15.3, 9.6 Hz, 1H), 4.05 (dd, J=11.6, 6.7 Hz, 1... Starting materials: CC(=O)O, O=C1N(c2ccc(OC(F)(F)F)cc2)CCC12CCNCC2, CC(C(=O)Cl)c1ccccc1. The product is CC(C(=O)N1CCC2(CC1)CCN(c1ccc(OC(F)(F)F)cc1)C2=O)c1ccccc1. RXN SMILES: [C:1]([OH:2])(=[O:3])[CH3:4].[F:5][C:6]([O:7][c:8]1[cH:9][cH:10][c:11]([N:14]2[C:15](=[O:24])[C:16]3([CH2:17][CH2:18]2)[CH2:19][CH2:20][NH:21][CH2:22][CH2:23]3)[cH:12][cH:13]1)([F:25])[F:26].[c:27]1([CH:33]([C:34](=[O:35])[Cl:36])[CH3:37])[cH:28][cH:29][cH:30][cH:31][cH:32]1>>[F:5][C:6]([O:7][c:8]1[cH:9][cH:10][c:11]([N:14]2[C:15](=[O:24])[C:16]3([CH2:17][CH2:18]2)[CH2:19][CH2:20][N:21]([C:34]([CH:33]([c:27]2[cH:28][cH:29][cH:30][cH:31][cH:32]2)[CH3:37])=[O:35])[CH2:22][CH2:23]3)[cH:12][cH:13]1)([F:25])[F:26]. The reactants are Cl (hydrochloric acid), ClC=1C(=C(C=CC1O)C(C)=O)O (1-(3-chloro-2,4-dihydroxy-phenyl)-ethanone), BrCC1=CC=C(C=C1)CBr (1,4-bis-bromomethyl-benzene), C([O-])([O-])=O.[K+].[K+] (potassium carbonate). The solvent is CC(=O)C (acetone). Conditions: time 1 hour. The product is BrCC1=CC=C(COC2=C(C(=C(C=C2)C(C)=O)O)Cl)C=C1 (1-[4-(4-bromomethyl-benzyloxy)-3-chloro-2-hydroxy-phenyl]-ethanone). The yield is 26.0%. RXN SMILES: [Cl:1][C:2]1[C:3]([OH:12])=[C:4]([C:9](=[O:11])[CH3:10])[CH:5]=[CH:6][C:7]=1[OH:8].[Br:13][CH2:14][C:15]1[CH:20]=[CH:19][C:18]([CH2:21]Br)=[CH:17][CH:16]=1.C(=O)([O-])[O-].[K+].[K+].Cl>CC(C)=O>[Br:13][CH2:14][C:15]1[CH:20]=[CH:19][C:18]([CH2:21][O:8][C:7]2[CH:6]=[CH:5][C:4]([C:9](=[O:11])[CH3:10])=[C:3]([OH:12])[C:2]=2[Cl:1])=[CH:17][CH:16]=1 |f:2.3.4|. Procedure: Combine 1-(3-chloro-2,4-dihydroxy-phenyl)-ethanone (6.00 g, 32.2 mmol) and 1,4-bis-bromomethyl-benzene (8.48 g, 31.2 mmol) and potassium carbonate (4.44 g, 32.2 mmol) in acetone (400 ml) and heat to reflux. After 1 h, cool to room temperature and add 10% hydrochloric acid (300 mL). Filter to collect and triturate resultant solid in 1:1 ether/hexanes. Purify by column chromatography, eluting with 40% tetrahydrofuran/hexanes to obtain 1-[4-(4-bromomethyl-benzyloxy)-3-chloro-2-hydroxy-phenyl]-ethan... Reactants: [CH2]C, C1CCOC1, CCOC(C)=O, O=C1C(Cl)=C(Cl)C(=O)C(Cl)=C1Cl, Cl. The product is CCOC(=O)CC1(O)C(Cl)=C(Cl)C(=O)C(Cl)=C1Cl. As a reaction SMILES: [CH2:1][CH3:2].[CH2:22]1[O:23][CH2:24][CH2:25][CH2:26]1.[CH3:16][CH2:17][O:18][C:19]([CH3:20])=[O:21].[Cl:3][C:4]1=[C:9]([Cl:10])[C:8](=[O:11])[C:7]([Cl:12])=[C:6]([Cl:13])[C:5]1=[O:14].[ClH:15]>>[Cl:3][C:4]1=[C:9]([Cl:10])[C:8](=[O:11])[C:7]([Cl:12])=[C:6]([Cl:13])[C:5]1([OH:14])[CH2:20][C:19]([O:18][CH2:17][CH3:16])=[O:21].